Dataset: the Open Reaction Database (ORD), a public repository of structured organic reaction records. Task: describe an organic reaction: reactants, conditions, products, and yield The product is C(C)N1CCN(CC1)CCO (2-(4-ethylpiperazin-1-yl)ethanol). Procedure: 1-Ethylpiperazine (5.0 g, 43.8 mmol) was dissolved in 90 mL of acetonitrile, followed by the addition of powdered potassium carbonate (18.2 g, 131 mmol), and 2-bromoethanol (10.9 g, 87.6 mmol). This mixture was warmed to reflux for 16 hours, cooled to ambient temperature, and filtered. The filtrate was concentrated under reduced pressure and purified by column chromatography (10% MeOH/DCM/0.5% NH4OH) to give 5.4 g (78%) of 2-(4-ethylpiperazin-1-yl)ethanol as a light yellow oil. Solvent: C(C)#N (acetonitrile). Reactants: C([O-])([O-])=O.[K+].[K+] (potassium carbonate), BrCCO (2-bromoethanol), C(C)N1CCNCC1 (1-Ethylpiperazine). Reaction SMILES: [CH2:1]([N:3]1[CH2:8][CH2:7][NH:6][CH2:5][CH2:4]1)[CH3:2].C(=O)([O-])[O-].[K+].[K+].Br[CH2:16][CH2:17][OH:18]>C(#N)C>[CH2:1]([N:3]1[CH2:8][CH2:7][N:6]([CH2:16][CH2:17][OH:18])[CH2:5][CH2:4]1)[CH3:2] |f:1.2.3|. The yield is 77.9%. Reactants: [O-]B(O)F, [O-]B([O-])F, [O-]B([O-])F, [O-]B([O-])F, [Hg], O=N[O-], COc1cc(C=O)cc(OC)c1N, [Na+], O. Product: COc1cc(C=O)cc(OC)c1F. Reaction SMILES: [B:14]([O-:15])([OH:16])[F:17].[B:18]([F:19])([O-:20])[O-:21].[B:22]([F:23])([O-:24])[O-:25].[B:26]([F:27])([O-:28])[O-:29].[Hg:34].[N:30]([O-:31])=[O:32].[NH2:1][c:2]1[c:3]([O:12][CH3:13])[cH:4][c:5]([CH:6]=[O:7])[cH:8][c:9]1[O:10][CH3:11].[Na+:33].[OH2:35]>>[c:2]1([F:17])[c:3]([O:12][CH3:13])[cH:4][c:5]([CH:6]=[O:7])[cH:8][c:9]1[O:10][CH3:11].